This data is from the Open Reaction Database (ORD), a public repository of structured organic reaction records. The task is: describe an organic reaction: reactants, conditions, products, and yield Starting materials: O=C([O-])[O-], CCNCc1ccccc1, Fc1ccc(C2(CCCCl)OCCO2)cc1, Cl, [I-], [K+], [K+], [K+], CN(C)C=O, O. Product: CCN(CCCC1(c2ccc(F)cc2)OCCO1)Cc1ccccc1, Cl. Reaction SMILES: [C:3](=[O:4])([O-:5])[O-:6].[CH2:9]([CH3:10])[NH:11][CH2:12][c:13]1[cH:14][cH:15][cH:16][cH:17][cH:18]1.[Cl:19][CH2:20][CH2:21][CH2:22][C:23]1([c:28]2[cH:29][cH:30][c:31]([F:34])[cH:32][cH:33]2)[O:24][CH2:25][CH2:26][O:27]1.[ClH:35].[I-:2].[K+:1].[K+:7].[K+:8].[O:37]=[CH:38][N:39]([CH3:40])[CH3:41].[OH2:36]>>[CH2:9]([CH3:10])[N:11]([CH2:12][c:13]1[cH:14][cH:15][cH:16][cH:17][cH:18]1)[CH2:20][CH2:21][CH2:22][C:23]1([c:28]2[cH:29][cH:30][c:31]([F:34])[cH:32][cH:33]2)[O:24][CH2:25][CH2:26][O:27]1.[ClH:19]. Starting materials: CC(C)(C)OC(=O)Nc1cc(N2CCOCC2)c(C(F)(F)F)cc1NC(=O)CC(=O)c1cccc(-n2cccn2)c1, ClCCl, O=C(O)C(F)(F)F. Yields the product O=C1CC(c2cccc(-n3cccn3)c2)=Nc2cc(N3CCOCC3)c(C(F)(F)F)cc2N1. RXN SMILES: [C:1]([O:2][C:3](=[O:4])[NH:7][c:8]1[c:9]([NH:24][C:25]([CH2:26][C:27](=[O:5])[c:28]2[cH:29][c:30](-[n:34]3[n:35][cH:36][cH:37][cH:38]3)[cH:31][cH:32][cH:33]2)=[O:40])[cH:10][c:11]([C:20]([F:21])([F:22])[F:23])[c:12]([N:14]2[CH2:15][CH2:16][O:17][CH2:18][CH2:19]2)[cH:13]1)([CH3:6])([CH3:39])[CH3:41].[Cl:49][CH2:50][Cl:51].[F:42][C:43]([F:44])([F:45])[C:46]([OH:47])=[O:48]>>[N:7]1=[C:27]([c:28]2[cH:29][c:30](-[n:34]3[n:35][cH:36][cH:37][cH:38]3)[cH:31][cH:32][cH:33]2)[CH2:26][C:25](=[O:40])[NH:24][c:9]2[c:8]1[cH:13][c:12]([N:14]1[CH2:15][CH2:16][O:17][CH2:18][CH2:19]1)[c:11]([C:20]([F:21])([F:22])[F:23])[cH:10]2. Reactants: C1COCCO1, C[Zn]C, CC(C)(C)OC(=O)N1CCC(C)(c2nc(-c3cccc(NS(=O)(=O)c4ccoc4)c3F)c(-c3ccnc(Cl)n3)s2)CC1. The product is Cc1nccc(-c2sc(C3(C)CCN(C(=O)OC(C)(C)C)CC3)nc2-c2cccc(NS(=O)(=O)c3ccoc3)c2F)n1. RXN SMILES: [CH2:46]1[O:47][CH2:48][CH2:49][O:50][CH2:51]1.[CH3:43][Zn:44][CH3:45].[Cl:1][c:2]1[n:3][cH:4][cH:5][c:6](-[c:8]2[c:9](-[c:27]3[c:28]([F:42])[c:29]([NH:33][S:34](=[O:35])(=[O:36])[c:37]4[cH:38][o:39][cH:40][cH:41]4)[cH:30][cH:31][cH:32]3)[n:10][c:11]([C:13]3([CH3:26])[CH2:14][CH2:15][N:16]([C:19](=[O:20])[O:21][C:22]([CH3:23])([CH3:24])[CH3:25])[CH2:17][CH2:18]3)[s:12]2)[n:7]1>>[c:2]1([CH3:43])[n:3][cH:4][cH:5][c:6](-[c:8]2[c:9](-[c:27]3[c:28]([F:42])[c:29]([NH:33][S:34](=[O:35])(=[O:36])[c:37]4[cH:38][o:39][cH:40][cH:41]4)[cH:30][cH:31][cH:32]3)[n:10][c:11]([C:13]3([CH3:26])[CH2:14][CH2:15][N:16]([C:19](=[O:20])[O:21][C:22]([CH3:23])([CH3:24])[CH3:25])[CH2:17][CH2:18]3)[s:12]2)[n:7]1. Reactants: CCN(CC)C(=O)c1ccc2c(c1)Oc1ccccc1N2C1CC2CCC(C1)N2C, CCN(CC)C(=O)c1ccc2c(c1)Oc1c(OC)cccc1N2C1CC2CCC(C1)N2CCc1ccccc1, CC#N, O=C(O)C(F)(F)F, O. Yields the product CCN(CC)C(=O)c1ccc2c(c1)Oc1c(OC)cccc1N2C1CC2CCC(C1)N2C, O=C(O)C(F)(F)F. As a reaction SMILES: [CH2:1]([N:2]([CH2:3][CH3:4])[C:5]([c:6]1[cH:7][cH:8][c:9]2[c:23]([cH:24]1)[O:22][c:21]1[c:20]([cH:28][cH:27][cH:26][cH:25]1)[N:10]2[CH:11]1[CH2:12][CH:13]2[N:14]([CH3:15])[CH:16]([CH2:17][CH2:18]2)[CH2:19]1)=[O:29])[CH3:30].[CH2:38]([CH3:39])[N:40]([C:41](=[O:42])[c:43]1[cH:44][cH:45][c:46]2[c:55]([cH:56]1)[O:54][c:53]1[c:48]([cH:49][cH:50][cH:51][c:52]1[O:57][CH3:58])[N:47]2[CH:59]1[CH2:60][CH:61]2[CH2:62][CH2:63][CH:64]([CH2:65]1)[N:66]2[CH2:67][CH2:68][c:69]1[cH:70][cH:71][cH:72][cH:73][cH:74]1)[CH2:75][CH3:76].[CH3:77][C:78]#[N:79].[F:31][C:32]([C:33](=[O:34])[OH:35])([F:36])[F:37].[OH2:80]>>[CH2:38]([CH3:39])[N:40]([C:41](=[O:42])[c:43]1[cH:44][cH:45][c:46]2[c:55]([cH:56]1)[O:54][c:53]1[c:48]([cH:49][cH:50][cH:51][c:52]1[O:57][CH3:58])[N:47]2[CH:59]1[CH2:60][CH:61]2[CH2:62][CH2:63][CH:64]([CH2:65]1)[N:66]2[CH3:67])[CH2:75][CH3:76].[F:31][C:32]([C:33](=[O:34])[OH:35])([F:36])[F:37]. Procedure: This compound was prepared from 2-bromo-5-fluoro-3-nitro-benzoic acid methyl ester according to the procedure described in Example 2 for the intermediate f. Obtained 2.20 g (68%). RXN SMILES: CO[C:3](=[O:15])[C:4]1[CH:9]=[C:8]([F:10])[CH:7]=[C:6]([N+:11]([O-:13])=[O:12])[C:5]=1Br.[N+:16]([C:19]1[C:24]2[NH:25]CCNC(=O)C=2C=CC=1)([O-])=O>>[F:10][C:8]1[CH:7]=[C:6]([N+:11]([O-:13])=[O:12])[C:5]2[NH:16][CH2:19][CH2:24][NH:25][C:3](=[O:15])[C:4]=2[CH:9]=1. Yields the product FC1=CC2=C(NCCNC2=O)C(=C1)[N+](=O)[O-] (7-Fluoro-9-nitro-1,2,3,4-tetrahydro-benzo[e][1,4]diazepin-5-one). Starting materials: COC(C1=C(C(=CC(=C1)F)[N+](=O)[O-])Br)=O (2-bromo-5-fluoro-3-nitro-benzoic acid methyl ester), [N+](=O)([O-])C1=CC=CC2=C1NCCNC2=O (9-Nitro-1,2,3,4-tetrahydro-benzo[e][1,4]diazepin-5-one). Reaction SMILES: [CH3:37][N:38]1[CH2:39][CH2:40][CH2:41][C:42]1=[O:43].[Cl:1][CH2:2][C:3](=[O:4])[N:5]1[CH2:6][CH2:7][N:8]([c:11]2[cH:12][c:13]([O:18][CH3:19])[c:14]([Cl:17])[cH:15][cH:16]2)[CH2:9][CH2:10]1.[F:20][c:21]1[cH:22][c:23]2[c:24]([nH:25][c:26](=[O:28])[o:27]2)[cH:29][cH:30]1.[K+:31].[K+:32].[O-:33][C:34]([O-:35])=[O:36]>>[CH2:2]([C:3](=[O:4])[N:5]1[CH2:6][CH2:7][N:8]([c:11]2[cH:12][c:13]([O:18][CH3:19])[c:14]([Cl:17])[cH:15][cH:16]2)[CH2:9][CH2:10]1)[n:25]1[c:24]2[c:23]([cH:22][c:21]([F:20])[cH:30][cH:29]2)[o:27][c:26]1=[O:28]. Reactants: CN1CCCC1=O, COc1cc(N2CCN(C(=O)CCl)CC2)ccc1Cl, O=c1[nH]c2ccc(F)cc2o1, [K+], [K+], O=C([O-])[O-]. The product is COc1cc(N2CCN(C(=O)Cn3c(=O)oc4cc(F)ccc43)CC2)ccc1Cl. The reactants are BrC=1N=C2C(=NC1)N(C=C2C(=O)NC(C)(C)C)COCC[Si](C)(C)C (2-bromo-N-tert-butyl-5-((2-(trimethylsilyl)ethoxy)methyl)-5H-pyrrolo[2,3-b]pyrazine-7-carboxamide), Cl.Cl.CN1N=CC(=C1C)N (1,5-dimethyl-1H-pyrazol-4-amine dihydrochloride), C=1C=CC(=CC1)P(C=2C=CC=CC2)C3=CC=C4C=CC=CC4=C3C5=C6C=CC=CC6=CC=C5P(C=7C=CC=CC7)C=8C=CC=CC8 (BINAP). The reagents and catalysts are C(C)(=O)[O-].[Pd+2].C(C)(=O)[O-] (palladium (II) acetate), CC(C)([O-])C.[Na+] (sodium tert-butoxide). Run in CN(C)C=O (DMF), C1(=CC=CC=C1)C (toluene), O (water). Conditions: temperature 140 celsius. Yields the product C(C)(C)(C)NC(=O)C1=CN(C2=NC=C(N=C21)NC=2C=NN(C2C)C)COCC[Si](C)(C)C (N-tert-butyl-2-(1,5-dimethyl-1H-pyrazol-4-ylamino)-5-((2-(trimethylsilyl)ethoxy)methyl)-5H-pyrrolo[2,3-b]pyrazine-7-carboxamide). The yield is 28.0%. Reaction SMILES: Br[C:2]1[N:3]=[C:4]2[C:10]([C:11]([NH:13][C:14]([CH3:17])([CH3:16])[CH3:15])=[O:12])=[CH:9][N:8]([CH2:18][O:19][CH2:20][CH2:21][Si:22]([CH3:25])([CH3:24])[CH3:23])[C:5]2=[N:6][CH:7]=1.Cl.Cl.[CH3:28][N:29]1[C:33]([CH3:34])=[C:32]([NH2:35])[CH:31]=[N:30]1.C1C=CC(P(C2C(C3C(P(C4C=CC=CC=4)C4C=CC=CC=4)=CC=C4C=3C=CC=C4)=C3C(C=CC=C3)=CC=2)C2C=CC=CC=2)=CC=1>CN(C=O)C.C1(C)C=CC=CC=1.O.C([O-])(=O)C.[Pd+2].C([O-])(=O)C.CC(C)([O-])C.[Na+]>[C:14]([NH:13][C:11]([C:10]1[C:4]2[C:5](=[N:6][CH:7]=[C:2]([NH:35][C:32]3[CH:31]=[N:30][N:29]([CH3:28])[C:33]=3[CH3:34])[N:3]=2)[N:8]([CH2:18][O:19][CH2:20][CH2:21][Si:22]([CH3:25])([CH3:24])[CH3:23])[CH:9]=1)=[O:12])([CH3:17])([CH3:16])[CH3:15] |f:1.2.3,8.9.10,11.12|. Reported procedure: A mixture of 2-bromo-N-tert-butyl-5-((2-(trimethylsilyl)ethoxy)methyl)-5H-pyrrolo[2,3-b]pyrazine-7-carboxamide (150 mg, 351 mol), 1,5-dimethyl-1H-pyrazol-4-amine dihydrochloride (96.9 mg, 526 mol), BINAP (10.9 mg, 17.5 mol), palladium (II) acetate (19.7 mg, 87.7 mol) and sodium tert-butoxide (118 mg, 1.23 mmol) in DMF (1 mL) and toluene (500 L) was heated in a microwave at 140° C. for 20 min. The reaction mixture was diluted with water then extracted into ethyl acetate (3×). The combined organic... Reactants: C(C1=CC=CC=C1)C1=NN=C2N1CCCCCC2 (3-Benzyl-5,6,7,8,9,10-hexahydro[1,2,4]triazolo[4,3-a]azocine). The solvent is BrCC(CCl)C (1-bromo-3-chloro-2-methylpropane). Reaction conditions: temperature -40 celsius, time 30 minute. Yields the product CC1CC(C1)(C1=CC=CC=C1)C1=NN=C2N1CCCCCC2 (3-(3-methyl-1-phenylcyclobutyl)-5,6,7,8,9,10-hexahydro[1,2,4]triazolo[4,3-a]azocine). RXN SMILES: [CH2:1]([C:8]1[N:12]2[CH2:13][CH2:14][CH2:15][CH2:16][CH2:17][CH2:18][C:11]2=[N:10][N:9]=1)[C:2]1[CH:7]=[CH:6][CH:5]=[CH:4][CH:3]=1>BrCC(C)CCl>[CH3:1][CH:2]1[CH2:7][C:1]([C:8]2[N:12]3[CH2:13][CH2:14][CH2:15][CH2:16][CH2:17][CH2:18][C:11]3=[N:10][N:9]=2)([C:2]2[CH:3]=[CH:4][CH:5]=[CH:6][CH:7]=2)[CH2:3]1. Procedure details: 3-Benzyl-5,6,7,8,9,10-hexahydro[1,2,4]triazolo[4,3-a]azocine (287.6 mg) and 1-bromo-3-chloro-2-methylpropane (140 μL) were dissolved in anhydrous, deoxygenated tetrahydrofuran, and the solution was cooled to −40° C. under an argon atmosphere. Potassium bis(trimethylsilyl)amide (KHMDS, 0.5M in toluene, 2.5 mL) was added dropwise. After 30 minutes, a second aliquot of KHMDS (2.5 mL) was added. After 30 additional minutes, KHMDS (2.15 mL) was added again, and the solution was allowed to slowly warm... Reactants: BrC1=CC2=C(S1)CCCC21NC(NC1=O)=O (2-Bromo-6,7-dihydro-5H-spiro[benzo[b]thiophene-4,4′-imidazolidine]-2′,5′-dione), COC1=CC=C(C=C1)P1(SP(S1)(C1=CC=C(C=C1)OC)=S)=S (2,4-bis(4-methoxyphenyl)-1,3,2,4-dithiadiphosphetane-2,4-disulfide). Solvent: O1CCOCC1 (1,4-dioxane). Reaction conditions: temperature 110 celsius. Product: BrC1=CC2=C(S1)CCCC21NC(NC1=O)=S (2-bromo-2′-thioxo-6,7-dihydro-5H-spiro[benzo[b]thiophene-4,4′-imidazolidin]-5′-one). Isolated yield 97.0%. RXN SMILES: [Br:1][C:2]1[S:6][C:5]2[CH2:7][CH2:8][CH2:9][C:10]3([C:14](=[O:15])[NH:13][C:12](=O)[NH:11]3)[C:4]=2[CH:3]=1.COC1C=CC(P2(=S)SP(=S)(C3C=CC(OC)=CC=3)[S:26]2)=CC=1>O1CCOCC1>[Br:1][C:2]1[S:6][C:5]2[CH2:7][CH2:8][CH2:9][C:10]3([C:14](=[O:15])[NH:13][C:12](=[S:26])[NH:11]3)[C:4]=2[CH:3]=1. Reported procedure: 2-Bromo-6,7-dihydro-5H-spiro[benzo[b]thiophene-4,4′-imidazolidine]-2′,5′-dione (0.5 g, 1.67 mmol) and 2,4-bis(4-methoxyphenyl)-1,3,2,4-dithiadiphosphetane-2,4-disulfide (Lawesson's reagent) (0.371 g, 0.91 mmol) were suspended in 1,4-dioxane (5 mL). The mixture was heated by microwave irradiation at 110° C. for 2×30 min. The solution was concentrated in vacuo and the crude residue purified on silica gel using ethyl acetate in 40-60 petroleum ether (1:1) to afford the title compound as a colourles...